This data is from the Open Reaction Database (ORD), a public repository of structured organic reaction records. The task is: describe an organic reaction: reactants, conditions, products, and yield Starting materials: [H-].[Na+] (NaH), C(C)(C)(C)OC(=O)NCC(C1=CC(=CC=C1)OCCCC)(F)F (N-(tert-butoxycarbonyl)-2,2-difluoro-2-(3-butoxyphenyl)ethylamine), CN(C(CCl)=O)C (N,N-dimethylchloroacetamide). Solvent: CN(C)C=O (DMF). Run at temperature 0 celsius, time 10 minute. The product is C(C)(C)(C)OC(=O)N(CC(=O)N(C)C)CC(C1=CC(=CC=C1)OCCCC)(F)F (2-[N′-(tert-butoxycarbonyl)-2,2-difluoro-2-(3-butoxyphenyl)-ethylamino]-N,N-dimethyl-acetamide). Yield: 86.5%. Reaction SMILES: [C:1]([O:5][C:6]([NH:8][CH2:9][C:10]([F:23])([F:22])[C:11]1[CH:16]=[CH:15][CH:14]=[C:13]([O:17][CH2:18][CH2:19][CH2:20][CH3:21])[CH:12]=1)=[O:7])([CH3:4])([CH3:3])[CH3:2].[H-].[Na+].[CH3:26][N:27]([CH3:32])[C:28](=[O:31])[CH2:29]Cl>CN(C=O)C>[C:1]([O:5][C:6]([N:8]([CH2:9][C:10]([F:22])([F:23])[C:11]1[CH:16]=[CH:15][CH:14]=[C:13]([O:17][CH2:18][CH2:19][CH2:20][CH3:21])[CH:12]=1)[CH2:29][C:28]([N:27]([CH3:32])[CH3:26])=[O:31])=[O:7])([CH3:2])([CH3:4])[CH3:3] |f:1.2|. Procedure: 150 mg (0.46 mmol) of N-(tert-butoxycarbonyl)-2,2-difluoro-2-(3-butoxyphenyl)ethylamine are dissolved in dry DMF (2.5 mL) and the solution was cooled to 0° C. NaH (60% in mineral oil; 22 mg; 0.55 mmol) is added and the reaction mixture stirred for 10 minutes at 0° C. and for further 10 minutes at room temperature. The reaction mixture is cooled again at 0° C., then N,N-dimethylchloroacetamide (73 mg; 0.60 mmol) is added and stirring is continued for 24 hours at room temperature. The reaction is ... Starting materials: CN(Cc1cc(Br)n(S(=O)(=O)c2cccnc2)c1)C(=O)OC(C)(C)C, O=Cc1cccc(B(O)O)c1F, [Na+], [Na+], O=C([O-])[O-], c1ccc(P(c2ccccc2)(c2ccccc2)[Pd](P(c2ccccc2)(c2ccccc2)c2ccccc2)(P(c2ccccc2)(c2ccccc2)c2ccccc2)P(c2ccccc2)(c2ccccc2)c2ccccc2)cc1. Product: CN(Cc1cc(-c2cccc(C=O)c2F)n(S(=O)(=O)c2cccnc2)c1)C(=O)OC(C)(C)C. As a reaction SMILES: [C:1]([CH3:2])([CH3:3])([CH3:4])[O:5][C:6]([N:7]([CH3:8])[CH2:9][c:10]1[cH:11][n:12]([S:16](=[O:17])(=[O:18])[c:19]2[cH:20][n:21][cH:22][cH:23][cH:24]2)[c:13]([Br:15])[cH:14]1)=[O:25].[F:26][c:27]1[c:28]([B:35]([OH:36])[OH:37])[cH:29][cH:30][cH:31][c:32]1[CH:33]=[O:34].[Na+:38].[Na+:39].[O-:40][C:41](=[O:42])[O-:43].[cH:44]1[cH:45][cH:46][c:47]([P:48]([Pd:49]([P:50]([c:51]2[cH:52][cH:53][cH:54][cH:55][cH:56]2)([c:57]2[cH:58][cH:59][cH:60][cH:61][cH:62]2)[c:63]2[cH:64][cH:65][cH:66][cH:67][cH:68]2)([P:69]([c:70]2[cH:71][cH:72][cH:73][cH:74][cH:75]2)([c:76]2[cH:77][cH:78][cH:79][cH:80][cH:81]2)[c:82]2[cH:83][cH:84][cH:85][cH:86][cH:87]2)[P:88]([c:89]2[cH:90][cH:91][cH:92][cH:93][cH:94]2)([c:95]2[cH:96][cH:97][cH:98][cH:99][cH:100]2)[c:101]2[cH:102][cH:103][cH:104][cH:105][cH:106]2)([c:107]2[cH:108][cH:109][cH:110][cH:111][cH:112]2)[c:113]2[cH:114][cH:115][cH:116][cH:117][cH:118]2)[cH:119][cH:120]1>>[C:1]([CH3:2])([CH3:3])([CH3:4])[O:5][C:6]([N:7]([CH3:8])[CH2:9][c:10]1[cH:11][n:12]([S:16](=[O:17])(=[O:18])[c:19]2[cH:20][n:21][cH:22][cH:23][cH:24]2)[c:13](-[c:28]2[c:27]([F:26])[c:32]([CH:33]=[O:34])[cH:31][cH:30][cH:29]2)[cH:14]1)=[O:25]. The reactants are NC(=O)c1cc(Br)cc2c(C3CCS(=O)(=O)CC3)c[nH]c12, C1COCCO1, [K+], [K+], O=C([O-])[O-], OB(O)c1ccc2c(c1)CCO2, O, Cl[Pd]Cl. The product is NC(=O)c1cc(-c2ccc3c(c2)CCO3)cc2c(C3CCS(=O)(=O)CC3)c[nH]c12. RXN SMILES: [Br:1][c:2]1[cH:3][c:4]2[c:5]([CH:14]3[CH2:15][CH2:16][S:17](=[O:20])(=[O:21])[CH2:18][CH2:19]3)[cH:6][nH:7][c:8]2[c:9]([C:11](=[O:12])[NH2:13])[cH:10]1.[CH2:40]1[O:41][CH2:42][CH2:43][O:44][CH2:45]1.[K+:34].[K+:35].[O-:36][C:37]([O-:38])=[O:39].[O:22]1[CH2:23][CH2:24][c:25]2[c:26]1[cH:27][cH:28][c:29]([B:31]([OH:32])[OH:33])[cH:30]2.[OH2:46].[Pd:47]([Cl:48])[Cl:49]>>[c:2]1(-[c:29]2[cH:28][cH:27][c:26]3[c:25]([cH:30]2)[CH2:24][CH2:23][O:22]3)[cH:3][c:4]2[c:5]([CH:14]3[CH2:15][CH2:16][S:17](=[O:20])(=[O:21])[CH2:18][CH2:19]3)[cH:6][nH:7][c:8]2[c:9]([C:11](=[O:12])[NH2:13])[cH:10]1. Reactants: CC(=O)c1ccc(O)c(Cl)c1O, ClCCl, OCc1cccc(I)c1, CC(C)OC(=O)N=NC(=O)OC(C)C, C1CCOC1, c1ccc(P(c2ccccc2)c2ccccc2)cc1. The product is CC(=O)c1ccc(OCc2cccc(I)c2)c(Cl)c1O. As a reaction SMILES: [Cl:43][c:44]1[c:45]([OH:54])[c:46]([C:51]([CH3:52])=[O:53])[cH:47][cH:48][c:49]1[OH:50].[Cl:55][CH2:56][Cl:57].[I:34][c:35]1[cH:36][c:37]([CH2:41][OH:42])[cH:38][cH:39][cH:40]1.[O:20]=[C:21]([O:22][CH:23]([CH3:24])[CH3:25])[N:26]=[N:27][C:28]([O:29][CH:30]([CH3:31])[CH3:32])=[O:33].[O:58]1[CH2:59][CH2:60][CH2:61][CH2:62]1.[c:1]1([P:2]([c:3]2[cH:4][cH:5][cH:6][cH:7][cH:8]2)[c:9]2[cH:10][cH:11][cH:12][cH:13][cH:14]2)[cH:15][cH:16][cH:17][cH:18][cH:19]1>>[I:34][c:35]1[cH:36][c:37]([CH2:41][O:42][c:49]2[c:44]([Cl:43])[c:45]([OH:54])[c:46]([C:51]([CH3:52])=[O:53])[cH:47][cH:48]2)[cH:38][cH:39][cH:40]1. Starting materials: CC(=O)NCC1CN(c2ccc(N3CCN(S(=O)(=O)c4ccccc4C#N)CC3)c(F)c2)C(=O)O1, CC(=O)NCC1CN(c2ccc(N3CCN(S(=O)(=O)CC#N)CC3)c(F)c2)C(=O)O1, CO, [Mg]. Product: CC(=O)[NH+]([O-])CC1CN(c2ccc(N3CCN(S(=O)(=O)c4ccccc4C#N)CC3)c(F)c2)C(=O)O1. Reaction SMILES: [C:1](#[N:2])[c:3]1[c:4]([S:9](=[O:10])(=[O:11])[N:12]2[CH2:13][CH2:14][N:15]([c:18]3[c:19]([F:35])[cH:20][c:21]([N:24]4[C:25](=[O:34])[O:26][CH:27]([CH2:29][NH:30][C:31]([CH3:32])=[O:33])[CH2:28]4)[cH:22][cH:23]3)[CH2:16][CH2:17]2)[cH:5][cH:6][cH:7][cH:8]1.[C:36]([CH2:37][S:38]([N:39]1[CH2:41][CH2:42][N:43]([c:44]2[cH:45][cH:46][c:47]([N:48]3[CH2:49][CH:50]([CH2:51][NH:52][C:53](=[O:54])[CH3:55])[O:56][C:57]3=[O:58])[cH:59][c:60]2[F:61])[CH2:62][CH2:63]1)(=[O:40])=[O:64])#[N:65].[CH3:67][OH:68].[Mg:66]>>[C:1](#[N:2])[c:3]1[c:4]([S:9](=[O:10])(=[O:11])[N:12]2[CH2:13][CH2:14][N:15]([c:18]3[c:19]([F:35])[cH:20][c:21]([N:24]4[C:25](=[O:34])[O:26][CH:27]([CH2:29][NH+:30]([C:31]([CH3:32])=[O:33])[O-:40])[CH2:28]4)[cH:22][cH:23]3)[CH2:16][CH2:17]2)[cH:5][cH:6][cH:7][cH:8]1.